This data is from the Open Reaction Database (ORD), a public repository of structured organic reaction records. The task is: describe an organic reaction: reactants, conditions, products, and yield The reactants are O (water), ClC(C=C)C (3-chloro-1-butene), COC(CNC(OCC)=O)OC (ethyl N-(2,2-dimethoxyethyl)-carbamate), [OH-].[K+] (potassium hydroxide). Run in CN(C=O)C (dimethylformamide). Yields the product C=CC(C)N(C(OCC)=O)CC(OC)OC (Ethyl N-(1-buten-3-yl)-N-(2,2-dimethoxyethyl) -carbamate). As a reaction SMILES: Cl[CH:2]([CH3:5])[CH:3]=[CH2:4].[CH3:6][O:7][CH:8]([O:16][CH3:17])[CH2:9][NH:10][C:11](=[O:15])[O:12][CH2:13][CH3:14].[OH-].[K+].O>CN(C)C=O>[CH2:4]=[CH:3][CH:2]([N:10]([CH2:9][CH:8]([O:7][CH3:6])[O:16][CH3:17])[C:11](=[O:15])[O:12][CH2:13][CH3:14])[CH3:5] |f:2.3|. Reported procedure: 22 g (0.24 mol) of 3-chloro-1-butene are added to 35.5 g (0.2 mol) of ethyl N-(2,2-dimethoxyethyl)-carbamate and 26 g of powdered potassium hydroxide in 400 ml of dimethylformamide and the mixture is warmed overnight. to 40° C. The salts are dissolved with water and the mixture is extracted several times with methylene chloride. The organic extracts are dried over potassium carbonate and concentrated, and the residue is distilled. The product is Cl.NC=1SC(=CN1)C(=O)OCC (2-Amino-5-(ethoxycarbonyl)thiazole Hydrochloride). RXN SMILES: CC(C)([O-])C.[K+].[Cl:7][CH2:8][C:9]([O:11][CH2:12][CH3:13])=[O:10].[CH:14](OCC)=O.[NH2:19][C:20]([NH2:22])=[S:21]>C1COCC1>[ClH:7].[NH2:19][C:20]1[S:21][C:8]([C:9]([O:11][CH2:12][CH3:13])=[O:10])=[CH:14][N:22]=1 |f:0.1,6.7|. Reported procedure: To a -10° C. solution of potassium tert-butoxide (110 g, 0.98 mol) in THF (1.9 L) was added a solution of ethyl chloroacetate (100 mL, 0.934 mol) and ethyl formate (75 mL, 0.928 mol) in THF (400 mL) dropwise over 2 hours, with good mechanical stirring. The thick solution was stirred another 2 hours at ca. -1° C. then the reaction was quenched by addition of a solution of NaCl (150 g) in 1N HCL (750 mL). The mixture was allowed to warm to 20° C. and the lower aqueous layer (containing some precip... Run at temperature -1 celsius, time 2 hour. Starting materials: chloroaldehyde, NC(=S)N (thiourea), CC(C)([O-])C.[K+] (potassium tert-butoxide), ClCC(=O)OCC (ethyl chloroacetate), C(=O)OCC (ethyl formate), NC(=S)N (thiourea). The solvent is C1CCOC1 (THF), C1CCOC1 (THF), C1CCOC1 (THF). The reactants are C(Cl)Cl (CH2Cl2), C(C)OC(C1=CC(=C(C(=C1)I)OCCO)Br)=O (3-bromo-4-(2-hydroxyethoxy)-5-iodo-benzoic acid ethyl ester), FC(C=1C=C(C=CC1)B(O)O)(F)F (3-trifluoromethyl-phenyl boronic acid), C(=O)([O-])[O-].[K+].[K+] (K2CO3), Cl (HCl). The reagents and catalysts are C1=CC=C(C=C1)P([C-]2C=CC=C2)C3=CC=CC=C3.C1=CC=C(C=C1)P([C-]2C=CC=C2)C3=CC=CC=C3.Cl[Pd]Cl.[Fe+2] ([1,1′ bis (diphenylphosphino)ferrocene]dichloropalladium(II)). Solvent: O1CCOCC1 (dioxane). Run at time 1.5 hour. Yields the product 5-bis-(m-trifluoromethylphenyl)-4-(2-hydroxyethoxy)-benzoic acid ethyl ester, C(C)OC(C1=CC(=C(C(=C1)C1=CC(=CC=C1)C(F)(F)F)OCCO)Br)=O (3-Bromo-5-(m-trifluoromethylphenyl)-4-(2-hydroxyethoxy)-benzoic acid ethyl ester). Yield: 33.0%. As a reaction SMILES: C([O-])([O-])=O.[K+].[K+].[CH2:7]([O:9][C:10](=[O:23])[C:11]1[CH:16]=[C:15](I)[C:14]([O:18][CH2:19][CH2:20][OH:21])=[C:13]([Br:22])[CH:12]=1)[CH3:8].[F:24][C:25]([F:36])([F:35])[C:26]1[CH:27]=[C:28](B(O)O)[CH:29]=[CH:30][CH:31]=1.C(Cl)Cl.Cl>C1C=CC(P(C2C=CC=CC=2)[C-]2C=CC=C2)=CC=1.C1C=CC(P(C2C=CC=CC=2)[C-]2C=CC=C2)=CC=1.Cl[Pd]Cl.[Fe+2].O1CCOCC1>[CH2:7]([O:9][C:10](=[O:23])[C:11]1[CH:16]=[C:15]([C:30]2[CH:29]=[CH:28][CH:27]=[C:26]([C:25]([F:36])([F:35])[F:24])[CH:31]=2)[C:14]([O:18][CH2:19][CH2:20][OH:21])=[C:13]([Br:22])[CH:12]=1)[CH3:8] |f:0.1.2,7.8.9.10|. Procedure details: To stirred solution of K2CO3 (2 M in H2O) (1.9 mL, 3.6 mmol) at rt was added dioxane (14.3 mL), 3-bromo-4-(2-hydroxyethoxy)-5-iodo-benzoic acid ethyl ester (0.503 g, 1.21 mmol) and 3-trifluoromethyl-phenyl boronic acid (0.299 g, 1.57 mmol). The reaction mixture was purged with N2 for a few minutes and then [1,1′ bis (diphenylphosphino)ferrocene]dichloropalladium(II), complex with CH2Cl2 (0.030 g 0.036 mmol) was added. The reaction was stirred at rt for 1.5 h and then heated at reflux for 2 h. Af... Reactants: C(C)(C)(C)NC(OC1=CC=C(C=C1)CCOC1=CC=C(C=C1)C=O)=O (4-[2-(4-formylphenoxy)ethyl]phenyl N-(tert-butyl)carbamate), S1C(NC(C1)=O)=O (2,4-thiazolidindione), N1CCCCC1 (piperidine), C(C)(=O)O (acetic acid). Solvent: C1(=CC=CC=C1)C (toluene), O (water). The product is C(C)(C)(C)NC(=O)OC1=CC=C(C=C1)CCOC1=CC=C(C=C2C(NC(S2)=O)=O)C=C1 (5-(4-[2-(4-tert-butylaminocarbonyloxyphenyl)ethoxy]benzylidene)thiazolidine-2,4-dione). Yield: 44.5%. Reaction SMILES: [C:1]([NH:5][C:6](=[O:25])[O:7][C:8]1[CH:13]=[CH:12][C:11]([CH2:14][CH2:15][O:16][C:17]2[CH:22]=[CH:21][C:20]([CH:23]=O)=[CH:19][CH:18]=2)=[CH:10][CH:9]=1)([CH3:4])([CH3:3])[CH3:2].[S:26]1[CH2:30][C:29](=[O:31])[NH:28][C:27]1=[O:32].N1CCCCC1.C(O)(=O)C>C1(C)C=CC=CC=1.O>[C:1]([NH:5][C:6]([O:7][C:8]1[CH:9]=[CH:10][C:11]([CH2:14][CH2:15][O:16][C:17]2[CH:18]=[CH:19][C:20]([CH:23]=[C:30]3[S:26][C:27](=[O:32])[NH:28][C:29]3=[O:31])=[CH:21][CH:22]=2)=[CH:12][CH:13]=1)=[O:25])([CH3:2])([CH3:3])[CH3:4]. Procedure details: 3.5 g (10.2 mmole) 4-[2-(4-formylphenoxy)ethyl]phenyl N-(tert-butyl)carbamate, 3 g (25.5 mmole) 2,4-thiazolidindione, 0.1 g piperidine and 0.07 g acetic acid in toluene was refluxed with water separation in a Dean-Stark apparatus. The solvent was evaporated in vacuo, acetone and water was added and the formed precipitate was filtered off to give 2 g (yield 45%) of 5-(4-[2-(4-tert-butylaminocarbonyloxyphenyl)ethoxy]benzylidene)thiazolidine-2,4-dione. The reactants are BrCC1=CC(=CC=C1)F (1-bromomethyl-3-fluorobenzene), FC([C@@H](C)O)(F)F ((R)-1,1,1-trifluoropropan-2-ol), [H-].[Na+] (sodium hydride), O (water). The solvent is CN(C=O)C (N,N-dimethylformamide), CN(C=O)C (N,N-dimethylformamide), CN(C=O)C (N,N-dimethylformamide). Run at temperature 0 celsius, time 25 minute. Product: FC1=CC(=CC=C1)CO[C@@H](C(F)(F)F)C (1-Fluoro-3-((R)-2,2,2-trifluoro-1-methylethoxymethyl)benzene). Isolated yield 69.3%. Reaction SMILES: [H-].[Na+].Br[CH2:4][C:5]1[CH:10]=[CH:9][CH:8]=[C:7]([F:11])[CH:6]=1.O.[F:13][C:14]([F:19])([F:18])[C@H:15]([OH:17])[CH3:16]>CN(C)C=O>[F:11][C:7]1[CH:8]=[CH:9][CH:10]=[C:5]([CH2:4][O:17][C@H:15]([CH3:16])[C:14]([F:19])([F:18])[F:13])[CH:6]=1 |f:0.1|. Procedure details: Under argon atmosphere, a suspension of sodium hydride (76 mg, 60 wt % oil dispersion) in N,N-dimethylformamide (2.0 ml) was cooled to 0° C., a solution of N,N-dimethylformamide (2.0 ml) in (R)-1,1,1-trifluoropropan-2-ol (219 mg) was added thereto, and the mixture was stirred for 25 minutes. Then, a solution of 1-bromomethyl-3-fluorobenzene (297 mg) in N,N-dimethylformamide (2.0 ml) was added thereto, and then the mixture was stirred for 2 hours. To this reaction mixture was added water, and the...